Dataset: the Open Reaction Database (ORD), a public repository of structured organic reaction records. Task: describe an organic reaction: reactants, conditions, products, and yield Starting materials: CC(C)(CC(=O)C(=O)Nc1ccc2c(c1Br)COC2=O)c1ccccc1, COc1cc(I)ccc1C(C)(C)CC(=O)C(=O)O, Nc1ccc2c(c1)COC2=O. Yields the product COc1cc(I)ccc1C(C)(C)CC(=O)C(=O)Nc1ccc2c(c1)COC2=O. As a reaction SMILES: [Br:1][c:2]1[c:3]([NH:4][C:5](=[O:6])[C:7](=[O:8])[CH2:9][C:10]([CH3:11])([c:12]2[cH:13][cH:14][cH:15][cH:16][cH:17]2)[CH3:18])[cH:19][cH:20][c:21]2[c:22]1[CH2:23][O:24][C:25]2=[O:26].[I:38][c:39]1[cH:40][c:41]([O:54][CH3:55])[c:42]([C:45]([CH2:46][C:47]([C:48](=[O:49])[OH:50])=[O:51])([CH3:52])[CH3:53])[cH:43][cH:44]1.[NH2:27][c:28]1[cH:29][c:30]2[c:35]([cH:36][cH:37]1)[C:33](=[O:34])[O:32][CH2:31]2>>[NH:27]([c:28]1[cH:29][c:30]2[c:35]([cH:36][cH:37]1)[C:33](=[O:34])[O:32][CH2:31]2)[C:48]([C:47]([CH2:46][C:45]([c:42]1[c:41]([O:54][CH3:55])[cH:40][c:39]([I:38])[cH:44][cH:43]1)([CH3:52])[CH3:53])=[O:51])=[O:49]. The reactants are C(C)OC(=O)C1=CC=2C3C(C(NC2C=C1)C1CCCCC1)CCCO3 (ethyl-5-cyclohexyl-3,4,4a,5,6,10b-hexahydro-2H-pyrano[3,2-c]quinoline-9-carboxylate), Base, [OH-].[Na+] (NaOH), Cl (HCl). Run at temperature 65 celsius. The product is C1(CCCCC1)C1NC=2C=CC(=CC2C2C1CCCO2)C(=O)O (5-cyclohexyl-3,4,4a,5,6,10b-hexahydro-2H-pyrano[3,2-c]quinoline-9-carboxylic acid). The yield is 69.1%. Reaction SMILES: C([O:3][C:4]([C:6]1[CH:15]=[CH:14][C:13]2[NH:12][CH:11]([CH:16]3[CH2:21][CH2:20][CH2:19][CH2:18][CH2:17]3)[CH:10]3[CH2:22][CH2:23][CH2:24][O:25][CH:9]3[C:8]=2[CH:7]=1)=[O:5])C.[OH-].[Na+].Cl>>[CH:16]1([CH:11]2[CH:10]3[CH2:22][CH2:23][CH2:24][O:25][CH:9]3[C:8]3[CH:7]=[C:6]([C:4]([OH:5])=[O:3])[CH:15]=[CH:14][C:13]=3[NH:12]2)[CH2:17][CH2:18][CH2:19][CH2:20][CH2:21]1 |f:1.2|. Procedure details: To (4aSR*,5SR*,10bSR*)-ethyl-5-cyclohexyl-3,4,4a,5,6,10b-hexahydro-2H-pyrano[3,2-c]quinoline-9-carboxylate (Base of example 10, obtained according to example 1 procedure) (145 mg, 0.422 mmol) was added a 0.5 NaOH solution (6 mL, in MeOH/H2O 1:1) and the reaction mixture heated at 65° C. for 24 h. After cooling back to r.t., the reaction mixture was neutralized with 10% HCl solution. The product was extracted with AcOEt twice. The combined organic fractions were dried over Na2SO4 and the solvent ... Solvent: CO (methanol), CO (methanol), CO (methanol). Conditions: time 1 hour. Reaction SMILES: [C:1]([C@:9]([C:24]([OH:26])=[O:25])([OH:23])[C@:10]([C:15](=[O:22])[C:16]1[CH:21]=[CH:20][CH:19]=[CH:18][CH:17]=1)([OH:14])[C:11]([OH:13])=[O:12])(=[O:8])[C:2]1[CH:7]=[CH:6][CH:5]=[CH:4][CH:3]=1.[Cl:27][C:28]1[CH:43]=[CH:42][C:31]2[C@@H:32]3[CH2:40][N:39]([CH3:41])[CH2:38][C@H:33]3[CH2:34][NH:35][C:36](=[O:37])[C:30]=2[CH:29]=1.C([C@](C([O-])=O)(O)[C@](C(=O)C1C=CC=CC=1)(O)C([O-])=O)(=O)C1C=CC=CC=1.CO>CO>[Cl:27][C:28]1[CH:43]=[CH:42][C:31]2[C@H:32]3[CH2:40][N:39]([CH3:41])[CH2:38][C@@H:33]3[CH2:34][NH:35][C:36](=[O:37])[C:30]=2[CH:29]=1.[C:15]([C@:10]([C:11]([O-:13])=[O:12])([OH:14])[C@:9]([C:1](=[O:8])[C:2]1[CH:7]=[CH:6][CH:5]=[CH:4][CH:3]=1)([OH:23])[C:24]([O-:26])=[O:25])(=[O:22])[C:16]1[CH:21]=[CH:20][CH:19]=[CH:18][CH:17]=1 |f:2.3|. Product: ClC1=CC2=C([C@@H]3[C@@H](CNC2=O)CN(C3)C)C=C1 ((3aS,10bS)-8-Chloro-2-methyl-1,2,3,3a,4,5-hexahydrobenzo[e]pyrrolo[3,4-c]azepin-6(10bH)-one), C(C1=CC=CC=C1)(=O)[C@@]([C@@](C(=O)[O-])(O)C(C1=CC=CC=C1)=O)(O)C(=O)[O-] (dibenzoyl-D-tartrate). Reported procedure: A 12 L, 4-neck, flask was fitted with a mechanical stirrer, temperature probe and then charged with dibenzoyl-D-tartaric acid (189.7 g) and methanol (5.5 kg) under an atmosphere of nitrogen. Example 53 (126.3 g) was dissolved in methanol (1.48 kg) in a separate flask. A portion of the solution (13.5%) of Example 53 in methanol was added over a period of 1 hour to the dibenzoyl-D-tartrate/methanol solution. The solution was then seeded (seed crystals are prepared as described below) with product ... Starting materials: C(C1=CC=CC=C1)(=O)[C@@]([C@@](C(=O)O)(O)C(C1=CC=CC=C1)=O)(O)C(=O)O (dibenzoyl-D-tartaric acid), ClC1=CC2=C([C@H]3[C@H](CNC2=O)CN(C3)C)C=C1 (Trans-8-chloro-2-methyl-1,2,3,3a,4,5-hexahydrobenzo[e]pyrrolo[3,4-c]azepin-6(10bH)-one), C(C1=CC=CC=C1)(=O)[C@@]([C@@](C(=O)[O-])(O)C(C1=CC=CC=C1)=O)(O)C(=O)[O-].CO (dibenzoyl-D-tartrate methanol), Example 53, product.